Dataset: the Open Reaction Database (ORD), a public repository of structured organic reaction records. Task: describe an organic reaction: reactants, conditions, products, and yield Reactants: COC(=O)Cl, COc1ccc2c(c1)C(=O)CC2. Product: COC(=O)C1Cc2ccc(OC)cc2C1=O. RXN SMILES: [CH3:13][O:14][C:15](=[O:16])[Cl:17].[CH3:1][O:2][c:3]1[cH:4][cH:5][c:6]2[c:10]([cH:11]1)[C:9](=[O:12])[CH2:8][CH2:7]2>>[CH3:1][O:2][c:3]1[cH:4][cH:5][c:6]2[c:10]([cH:11]1)[C:9](=[O:12])[CH:8]([C:15]([O:14][CH3:13])=[O:16])[CH2:7]2. Starting materials: CN(C)C=O, ClCc1ccc(Cl)nc1, Oc1ccc(Oc2cccc(C(F)(F)F)c2)cc1Cl, [H-], [Na+]. The product is FC(F)(F)c1cccc(Oc2ccc(OCc3ccc(Cl)nc3)c(Cl)c2)c1. As a reaction SMILES: [CH3:31][N:32]([CH3:33])[CH:34]=[O:35].[Cl:22][c:23]1[n:24][cH:25][c:26]([CH2:29][Cl:30])[cH:27][cH:28]1.[Cl:3][c:4]1[c:5]([OH:21])[cH:6][cH:7][c:8]([O:10][c:11]2[cH:12][c:13]([C:17]([F:18])([F:19])[F:20])[cH:14][cH:15][cH:16]2)[cH:9]1.[H-:1].[Na+:2]>>[Cl:3][c:4]1[c:5]([O:21][CH2:29][c:26]2[cH:25][n:24][c:23]([Cl:22])[cH:28][cH:27]2)[cH:6][cH:7][c:8]([O:10][c:11]2[cH:12][c:13]([C:17]([F:18])([F:19])[F:20])[cH:14][cH:15][cH:16]2)[cH:9]1. Starting materials: Brc1cccc(Br)n1, CC(=O)NC1CCNCC1, O=C([O-])[O-], [K+], [K+], O=S1(=O)CCCC1. The product is CC(=O)NC1CCN(c2cccc(Br)n2)CC1. As a reaction SMILES: [Br:1][c:2]1[n:3][c:4]([Br:8])[cH:5][cH:6][cH:7]1.[C:15]([CH3:16])(=[O:17])[NH:18][CH:19]1[CH2:20][CH2:21][NH:22][CH2:23][CH2:24]1.[C:9](=[O:10])([O-:11])[O-:12].[K+:13].[K+:14].[S:25]1(=[O:30])(=[O:31])[CH2:26][CH2:27][CH2:28][CH2:29]1>>[c:2]1([N:22]2[CH2:21][CH2:20][CH:19]([NH:18][C:15]([CH3:16])=[O:17])[CH2:24][CH2:23]2)[n:3][c:4]([Br:8])[cH:5][cH:6][cH:7]1. Starting materials: CSc1ccc2c(c1)C(O)c1ccccc1C=C2, O=S(Cl)Cl, c1ccccc1. Product: CSc1ccc2c(c1)C(Cl)c1ccccc1C=C2. As a reaction SMILES: [CH3:5][S:6][c:7]1[cH:8][cH:9][c:10]2[c:11]([cH:22]1)[CH:12]([OH:21])[c:13]1[c:14]([cH:17][cH:18][cH:19][cH:20]1)[CH:15]=[CH:16]2.[S:1]([Cl:2])([Cl:3])=[O:4].[cH:23]1[cH:24][cH:25][cH:26][cH:27][cH:28]1>>[Cl:3][CH:12]1[c:11]2[c:10]([cH:9][cH:8][c:7]([S:6][CH3:5])[cH:22]2)[CH:16]=[CH:15][c:14]2[c:13]1[cH:20][cH:19][cH:18][cH:17]2. Reactants: ClC1=C(C(=O)O)C=CC(=C1)Cl (2,4-dichlorobenzoic acid), O1CCN(CC1)C(CN)C=1C=NC(=NC1)C(F)(F)F (2-morpholino-2-(2-(trifluoromethyl)pyrimidin-5-yl)ethanamine). The product is ClC1=C(C(=O)NCC(C=2C=NC(=NC2)C(F)(F)F)N2CCOCC2)C=CC(=C1)Cl (2,4-dichloro-N-(2-morpholino-2-(2-(trifluoromethyl)pyrimidin-5-yl)ethyl)benzamide). RXN SMILES: [Cl:1][C:2]1[CH:10]=[C:9]([Cl:11])[CH:8]=[CH:7][C:3]=1[C:4]([OH:6])=O.[O:12]1[CH2:17][CH2:16][N:15]([CH:18]([C:21]2[CH:22]=[N:23][C:24]([C:27]([F:30])([F:29])[F:28])=[N:25][CH:26]=2)[CH2:19][NH2:20])[CH2:14][CH2:13]1>>[Cl:1][C:2]1[CH:10]=[C:9]([Cl:11])[CH:8]=[CH:7][C:3]=1[C:4]([NH:20][CH2:19][CH:18]([N:15]1[CH2:16][CH2:17][O:12][CH2:13][CH2:14]1)[C:21]1[CH:26]=[N:25][C:24]([C:27]([F:29])([F:30])[F:28])=[N:23][CH:22]=1)=[O:6]. Reported procedure: From 2,4-dichlorobenzoic acid and 2-morpholino-2-(2-(trifluoromethyl)pyrimidin-5-yl)ethanamine.